Dataset: the Open Reaction Database (ORD), a public repository of structured organic reaction records. Task: describe an organic reaction: reactants, conditions, products, and yield The reactants are CCc1ccc(C(O)CBr)nc1, CN(C)C=O, [H-], [Na+], O, O=Cc1ccc(O)cc1. Yields the product CCc1ccc(C(O)COc2ccc(C=O)cc2)nc1. As a reaction SMILES: [Br:12][CH2:13][CH:14]([OH:15])[c:16]1[n:17][cH:18][c:19]([CH2:22][CH3:23])[cH:20][cH:21]1.[CH3:25][N:26]([CH3:27])[CH:28]=[O:29].[H-:10].[Na+:11].[OH2:24].[OH:1][c:2]1[cH:3][cH:4][c:5]([CH:6]=[O:7])[cH:8][cH:9]1>>[O:1]([c:2]1[cH:3][cH:4][c:5]([CH:6]=[O:7])[cH:8][cH:9]1)[CH2:13][CH:14]([OH:15])[c:16]1[n:17][cH:18][c:19]([CH2:22][CH3:23])[cH:20][cH:21]1. Reactants: ClC1=C(SC(=C1)Cl)C1CC(C=2C(=CC=NC2C1)C)=O (7-(3,5-dichlorothiophen-2-yl)-4-methyl-5,6,7,8-tetrahydroquinolin-5-one), C(=N)(N)NN.Cl (aminoguanidine hydrochloride), Cl (hydrochloric acid), O (water). The solvent is C(C)O (ethanol). Yields the product Cl.ClC1=C(SC(=C1)Cl)C1CC(C=2C(=CC=NC2C1)C)=NNC(=N)N (7-(3,5-dichlorothiophen-2-yl)-5-guanidinoimino-4-methyl-5,6,7,8-tetrahydroquinoline hydrochloride). Isolated yield 123.4%. As a reaction SMILES: [Cl:1][C:2]1[CH:6]=[C:5]([Cl:7])[S:4][C:3]=1[CH:8]1[CH2:17][C:16]2[N:15]=[CH:14][CH:13]=[C:12]([CH3:18])[C:11]=2[C:10](=O)[CH2:9]1.[C:20]([NH:23][NH2:24])([NH2:22])=[NH:21].Cl.Cl.O>C(O)C>[ClH:1].[Cl:1][C:2]1[CH:6]=[C:5]([Cl:7])[S:4][C:3]=1[CH:8]1[CH2:17][C:16]2[N:15]=[CH:14][CH:13]=[C:12]([CH3:18])[C:11]=2[C:10](=[N:24][NH:23][C:20]([NH2:22])=[NH:21])[CH2:9]1 |f:1.2,6.7|. Reported procedure: A mixture of 7-(3,5-dichlorothiophen-2-yl)-4-methyl-5,6,7,8-tetrahydroquinolin-5-one (0.5 g), aminoguanidine hydrochloride (0.21 g), concentrated hydrochloric acid (0.4 ml), water (0.4 ml) and ethanol (15 ml) was refluxed for 4 hours. Under reduced pressure, the solvent was evaporated. To the residue was added water, and the mixture was washed with ethyl acetate. Under reduced pressure, the solvent was evaporated, and the residue was recrystallized from water. The resulting crystals were washed ... Reactants: C(C)OC(=O)C=1N=C(SC1)N (ethyl-2-aminothiazole-4-carboxylate), N(=O)[O-].[Na+] (sodium nitrite), Br (HBr). Run in O (water), O (water). Conditions: temperature -15 celsius, time 30 minute. Yields the product C(C)OC(=O)C=1N=C(SC1)Br (ethyl-2-bromothiazole-4-carboxylate). Yield: 57.6%. Reaction SMILES: [CH2:1]([O:3][C:4]([C:6]1[N:7]=[C:8](N)[S:9][CH:10]=1)=[O:5])[CH3:2].N([O-])=O.[Na+].[BrH:16]>O>[CH2:1]([O:3][C:4]([C:6]1[N:7]=[C:8]([Br:16])[S:9][CH:10]=1)=[O:5])[CH3:2] |f:1.2|. Reported procedure: A solution of 30 g (174.3 mmol) ethyl-2-aminothiazole-4-carboxylate [prepared as in Example 1a)] in a mixture of 100 ml HBr (65%) and 100 ml of water was cooled to -15° C. and a solution of 12.03 g (174.3 mmol) sodium nitrite in 40 ml water was added over a period of 30 minutes and the mixture stirred for another 30 minutes at -15° C. After warming to room temperature, the solid was collected, washed with 50 ml cold water and dried to give 23.7 g (57.6%) ethyl-2-bromothiazole-4-carboxylate m.p. ... Reactants: N1C(=CC=C1)C(=O)OC (methyl 1H-pyrrole-2-carboxylate), C1(=CC=CC=C1)[C@H](C)N ((S)-1-phenylethanamine), 44a. Product: C1(=CC=CC=C1)[C@H](C)NC(=O)C=1NC=CC1 ((S)—N-(1-Phenylethyl)-1H-pyrrole-2-carboxamide). Yield: 80.9%. As a reaction SMILES: [NH:1]1[CH:5]=[CH:4][CH:3]=[C:2]1[C:6]([O:8]C)=O.[C:10]1([C@@H:16]([NH2:18])[CH3:17])[CH:15]=[CH:14][CH:13]=[CH:12][CH:11]=1>>[C:10]1([C@@H:16]([NH:18][C:6]([C:2]2[NH:1][CH:5]=[CH:4][CH:3]=2)=[O:8])[CH3:17])[CH:15]=[CH:14][CH:13]=[CH:12][CH:11]=1. Procedure details: The title compound was prepared from methyl 1H-pyrrole-2-carboxylate (8.0 g, 0.06 mol) and (S)-1-phenylethanamine (24.7 ml, 0.19 mol) following the experimental procedure described in Preparation 44a. 10.4 g (75% yield) of the desired compound were obtained. Starting materials: CCO, CO, O=Cc1ccc(-c2ccc(C3CCCCC3)cc2)o1, [Cl-], ClCCl, [NH4+], O=C(O)C1CCCC(N2C(=O)CSC2=S)C1. Yields the product O=C(O)C1CCCC(N2C(=O)C(=Cc3ccc(-c4ccc(C5CCCCC5)cc4)o3)SC2=S)C1. Reaction SMILES: [CH3:36][CH2:37][OH:38].[CH3:39][OH:40].[CH:17]1([c:23]2[cH:24][cH:25][c:26](-[c:29]3[cH:30][cH:31][c:32]([CH:34]=[O:35])[o:33]3)[cH:27][cH:28]2)[CH2:18][CH2:19][CH2:20][CH2:21][CH2:22]1.[Cl-:44].[Cl:41][CH2:42][Cl:43].[NH4+:45].[O:1]=[C:2]1[N:3]([CH:8]2[CH2:9][CH:10]([C:14](=[O:15])[OH:16])[CH2:11][CH2:12][CH2:13]2)[C:4](=[S:7])[S:5][CH2:6]1>>[O:1]=[C:2]1[N:3]([CH:8]2[CH2:9][CH:10]([C:14](=[O:15])[OH:16])[CH2:11][CH2:12][CH2:13]2)[C:4](=[S:7])[S:5][C:6]1=[CH:34][c:32]1[cH:31][cH:30][c:29](-[c:26]2[cH:25][cH:24][c:23]([CH:17]3[CH2:18][CH2:19][CH2:20][CH2:21][CH2:22]3)[cH:28][cH:27]2)[o:33]1.